Dataset: the Open Reaction Database (ORD), a public repository of structured organic reaction records. Task: describe an organic reaction: reactants, conditions, products, and yield The product is CCOC(=O)Cc1c(Cl)ccc2ccc(C=O)nc12. RXN SMILES: [CH2:5]([CH3:6])[O:7][C:8]([CH2:9][c:10]1[c:11]([Cl:21])[cH:12][cH:13][c:14]2[cH:15][cH:16][c:17]([CH3:20])[n:18][c:19]12)=[O:22].[O:23]1[CH2:24][CH2:25][O:26][CH2:27][CH2:28]1.[OH2:29].[Se:1](=[O:2])([OH:3])[OH:4]>>[O:2]=[CH:20][c:17]1[cH:16][cH:15][c:14]2[cH:13][cH:12][c:11]([Cl:21])[c:10]([CH2:9][C:8]([O:7][CH2:5][CH3:6])=[O:22])[c:19]2[n:18]1. Starting materials: CCOC(=O)Cc1c(Cl)ccc2ccc(C)nc12, C1COCCO1, O, O=[Se](O)O. Starting materials: C1=CC=C(C=C1)C(C(C(=O)O)N)O (DL-3-phenylserine hydrate), COCC(=O)O (methoxyacetic acid). Yields the product COCC=1OC(=C(N1)C(=O)O)C1=CC=CC=C1 (2-Methoxymethyl-5-phenyl-oxazole-4-carboxylic acid). As a reaction SMILES: [CH:1]1[CH:6]=[CH:5][C:4]([CH:7]([OH:13])[CH:8]([NH2:12])[C:9]([OH:11])=[O:10])=[CH:3][CH:2]=1.[CH3:14][O:15][CH2:16][C:17](O)=O>>[CH3:14][O:15][CH2:16][C:17]1[O:13][C:7]([C:4]2[CH:3]=[CH:2][CH:1]=[CH:6][CH:5]=2)=[C:8]([C:9]([OH:11])=[O:10])[N:12]=1. Reported procedure: Prepared starting from DL-3-phenylserine hydrate following sequentially general procedures W, X with methoxyacetic acid, Y and Z. LC-MS-conditions 02: tR=0.81 min; [M+H]+=234.45. The reactants are C(C)OC(=O)C=1N=C(N(C1C(O)C1=CC=C(C=C1)Cl)C(C)C)Br (2-bromo-5-[(4-chlorophenyl)-hydroxy-methyl]-1-isopropyl-1H-imidazole-4-carboxylic acid ethyl ester), ( 1H ), C(C)OC(=O)C=1N=C(N(C1C(O)C1=CC=C(C=C1)Cl)C(C)C)Br (2-bromo-5-[(4-chlorophenyl)-hydroxy-methyl]-1-isopropyl-1H-imidazole-4-carboxylic acid ethyl ester), FC1=C(N)C=CC=C1Cl (2-fluoro-3-chloro-aniline). Product: C(C)OC(=O)C=1N=C(N(C1N(C1=CC=C(C=C1)Cl)C1=C(C(=CC=C1)Cl)F)C(C)C)Br (2-Bromo-5-[(3-chloro-2-fluoro-phenyl)-4-chloro-phenylamino]-1-isopropyl-1H-imidazole-4-carboxylic acid ethyl ester). Reaction SMILES: [CH2:1]([O:3][C:4]([C:6]1[N:7]=[C:8]([Br:23])[N:9]([CH:20]([CH3:22])[CH3:21])[C:10]=1C(C1C=CC(Cl)=CC=1)O)=[O:5])[CH3:2].[F:24][C:25]1[C:31]([Cl:32])=[CH:30][CH:29]=[CH:28][C:26]=1[NH2:27]>>[CH2:1]([O:3][C:4]([C:6]1[N:7]=[C:8]([Br:23])[N:9]([CH:20]([CH3:21])[CH3:22])[C:10]=1[N:27]([C:26]1[CH:28]=[CH:29][CH:30]=[C:31]([Cl:32])[C:25]=1[F:24])[C:28]1[CH:26]=[CH:25][C:31]([Cl:32])=[CH:30][CH:29]=1)=[O:5])[CH3:2]. Procedure details: The title compound was prepared in analogy to the procedure described for step E2 using 2-bromo-5-[(4-chlorophenyl)-hydroxy-methyl]-1-isopropyl-1H-imidazole-4-carboxylic acid ethyl ester (intermediate B) and 2-fluoro-3-chloro-aniline as starting materials; 1H-NMR (DMSO-d6, 400 MHz) δ ppm 7.46 (d, 2H), 7.30 (d, 2H), 6.98 (dd, 1H), 6.82 (d, 1H), 6.73-6.69 (m, 2H), 4.82 (sep (1H), 4.26 (q, 2H), 1.45 (d, 3H), 1.24 (t, 3H), 1.17 (d, 3H). The reactants are [Ag+], CC(=O)OCC1OC(OC2C(COC(C)=O)OC(O)(Br)C(OC(C)=O)C2OC(C)=O)C(OC(C)=O)C(OC(C)=O)C1OC(C)=O, OCCBr, ClCCl, Cc1cc(C)nc(C)c1, O=S(=O)([O-])C(F)(F)F. Product: CC(=O)OCC1OC(OC2C(COC(C)=O)OC(OCCBr)C(OC(C)=O)C2OC(C)=O)C(OC(C)=O)C(OC(C)=O)C1OC(C)=O. Reaction SMILES: [Ag+:70].[Br:1][C:2]1([OH:3])[CH:4]([O:5][C:6]([CH3:7])=[O:8])[CH:9]([O:10][C:11]([CH3:12])=[O:13])[CH:14]([O:15][CH:16]2[CH:17]([O:18][C:19]([CH3:20])=[O:21])[CH:22]([O:23][C:24]([CH3:25])=[O:26])[CH:27]([O:28][C:29]([CH3:30])=[O:31])[CH:32]([CH2:34][O:35][C:36]([CH3:37])=[O:38])[O:33]2)[CH:39]([CH2:41][O:42][C:43]([CH3:44])=[O:45])[O:40]1.[Br:55][CH2:56][CH2:57][OH:58].[CH2:59]([Cl:60])[Cl:61].[CH3:46][c:47]1[cH:48][c:49]([CH3:50])[cH:51][c:52]([CH3:53])[n:54]1.[F:62][C:63]([F:64])([F:65])[S:66]([O-:67])(=[O:68])=[O:69]>>[CH:2]1([O:58][CH2:57][CH2:56][Br:55])[CH:4]([O:5][C:6]([CH3:7])=[O:8])[CH:9]([O:10][C:11]([CH3:12])=[O:13])[CH:14]([O:15][CH:16]2[CH:17]([O:18][C:19]([CH3:20])=[O:21])[CH:22]([O:23][C:24]([CH3:25])=[O:26])[CH:27]([O:28][C:29]([CH3:30])=[O:31])[CH:32]([CH2:34][O:35][C:36]([CH3:37])=[O:38])[O:33]2)[CH:39]([CH2:41][O:42][C:43]([CH3:44])=[O:45])[O:40]1. Reactants: C(C)OC(CCCCCCCC=1OC(=CC1)C=CC(CCCCC)=O)=O (8-[5-(3-Oxo-1-octenyl)-2-furyl]-octanoic acid ethyl ester), [H][H] (hydrogen). Reagents/catalysts: [Cu] (copper). The solvent is C(C)O (ethanol). The product is C(C)OC(CCCCCCCC=1OC(=CC1)CCC(CCCCC)=O)=O (8-[5-(3-Oxooctyl)-2-furyl]-octanoic acid ethyl ester). As a reaction SMILES: [CH2:1]([O:3][C:4](=[O:26])[CH2:5][CH2:6][CH2:7][CH2:8][CH2:9][CH2:10][CH2:11][C:12]1[O:13][C:14]([CH:17]=[CH:18][C:19](=[O:25])[CH2:20][CH2:21][CH2:22][CH2:23][CH3:24])=[CH:15][CH:16]=1)[CH3:2].[H][H]>[Cu].C(O)C>[CH2:1]([O:3][C:4](=[O:26])[CH2:5][CH2:6][CH2:7][CH2:8][CH2:9][CH2:10][CH2:11][C:12]1[O:13][C:14]([CH2:17][CH2:18][C:19](=[O:25])[CH2:20][CH2:21][CH2:22][CH2:23][CH3:24])=[CH:15][CH:16]=1)[CH3:2]. Reported procedure: IV (1.74 g, 0.0048 mole), ethanol (25 ml), and Raney copper (Ponomarev et al., J.Gen.Chem. USSR 30 (1960) 584) (0.75 g) were shaken under 80 atmospheres of hydrogen for 6 hours at 30°C. After filtration, the ethanol was distilled under reduced pressure from a water bath (60°C). Ether (30 ml) was added to the residue, and the turbid solution was filtered (G4, Celite). The ethereal solution was evaporated to dryness from a water bath (50°C) under reduced pressure, at last under 15 mm Hg. The resid...